Dataset: the Open Reaction Database (ORD), a public repository of structured organic reaction records. Task: describe an organic reaction: reactants, conditions, products, and yield Starting materials: F[B-](F)(F)F, CC(OC(C)(C)C)C(N)c1nc2cc(Cl)ccc2[nH]1, CCO, Cc1cc(C(=O)O)ccc1C(=O)N1CC=CC1, CCN(C(C)C)C(C)C, Cl, ClCCl, C1CCOC1, CN(C)C(On1nnc2ccccc21)=[N+](C)C. Product: Cc1cc(C(=O)NC(c2nc3cc(Cl)ccc3[nH]2)C(C)OC(C)(C)C)ccc1C(=O)N1CC=CC1. Reaction SMILES: [B-:18]([F:19])([F:20])([F:21])[F:22].[C:49]([CH3:50])([CH3:51])([CH3:52])[O:53][CH:54]([CH:55]([c:56]1[n:57][c:58]2[c:59]([nH:60]1)[cH:61][cH:62][c:63]([Cl:65])[cH:64]2)[NH2:66])[CH3:67].[CH2:74]([OH:75])[CH3:76].[CH3:1][c:2]1[cH:3][c:4]([C:5](=[O:6])[OH:7])[cH:8][cH:9][c:10]1[C:11](=[O:12])[N:13]1[CH2:14][CH:15]=[CH:16][CH2:17]1.[CH:40]([N:41]([CH:42]([CH3:43])[CH3:44])[CH2:45][CH3:46])([CH3:47])[CH3:48].[Cl:68].[Cl:77][CH2:78][Cl:79].[O:69]1[CH2:70][CH2:71][CH2:72][CH2:73]1.[n:23]1([O:24][C:25]([N:26]([CH3:27])[CH3:28])=[N+:29]([CH3:30])[CH3:31])[c:32]2[cH:33][cH:34][cH:35][cH:36][c:37]2[n:38][n:39]1>>[CH3:1][c:2]1[cH:3][c:4]([C:5](=[O:7])[NH:66][CH:55]([CH:54]([O:53][C:49]([CH3:50])([CH3:51])[CH3:52])[CH3:67])[c:56]2[n:57][c:58]3[c:59]([nH:60]2)[cH:61][cH:62][c:63]([Cl:65])[cH:64]3)[cH:8][cH:9][c:10]1[C:11](=[O:12])[N:13]1[CH2:14][CH:15]=[CH:16][CH2:17]1. Starting materials: C(C)(=O)O (acetic acid), C(C=C)S (allyl mercaptan), [OH-].[Na+] (sodium hydroxide), C(C)OC(=O)NN(C#N)CC (2-ethyl-2-cyanohydrazinecarboxylic acid ethyl ester). Run in O (water). The product is C(C)N1N=C(N=C1SCC=C)O (1-ethyl-5-allylthio-3-hydroxy-1,2,4-triazole). The yield is 42.9%. RXN SMILES: [CH2:1]([SH:4])[CH:2]=[CH2:3].[OH-].[Na+].C([O:9][C:10]([NH:12][N:13]([CH2:16][CH3:17])[C:14]#[N:15])=O)C.C(O)(=O)C>O>[CH2:16]([N:13]1[C:14]([S:4][CH2:1][CH:2]=[CH2:3])=[N:15][C:10]([OH:9])=[N:12]1)[CH3:17] |f:1.2|. Procedure: 244 g of allyl mercaptan is added to a solution of 132 g of sodium hydroxide in 750 ml of water, and subsequently at room temperature 514 g of 2-ethyl-2-cyanohydrazinecarboxylic acid ethyl ester is added dropwise. After one hour's refluxing, there is added to the cooled solution 198 g of glacial acetic acid. The oily phase is separated and concentrated in vacuo to dryness. There is obtained 260 g (43% of theory) of 1-ethyl-5-allylthio-3-hydroxy-1,2,4-triazole, m.p. 74°-76° C. Reactants: C1(=C(C=CC=C1)N)N (1,2-phenylenediamine), C1(=CC=C(C=C1)S(=O)(=O)Cl)C (p-toluenesulfonyl chloride). Solvent: N1=CC=CC=C1 (pyridine), ClCCl (dichloromethane). Product: C1(=CC=C(C=C1)S(=O)(=O)NC1=C(C=CC=C1)NS(=O)(=O)C1=CC=C(C=C1)C)C (N,N′-di-p-toluenesulfonyl-1,2-phenylenediamine). Isolated yield 95.0%. Reaction SMILES: [C:1]1([NH2:8])[CH:6]=[CH:5][CH:4]=[CH:3][C:2]=1[NH2:7].[C:9]1([CH3:19])[CH:14]=[CH:13][C:12]([S:15](Cl)(=[O:17])=[O:16])=[CH:11][CH:10]=1>N1C=CC=CC=1.ClCCl>[C:9]1([CH3:19])[CH:14]=[CH:13][C:12]([S:15]([NH:7][C:2]2[CH:3]=[CH:4][CH:5]=[CH:6][C:1]=2[NH:8][S:15]([C:12]2[CH:13]=[CH:14][C:9]([CH3:19])=[CH:10][CH:11]=2)(=[O:17])=[O:16])(=[O:17])=[O:16])=[CH:11][CH:10]=1. Reported procedure: To a solution in which 1,2-phenylenediamine (0.5 mmol) was dissolved in pyridine (1 mL) was added p-toluenesulfonyl chloride (1.1 mmol) at room temperature, and the mixture was reacted for 6 hours with stirring. After completion of the reaction, the reaction mixture was diluted with dichloromethane, and back extracted using 1N hydrochloric acid to remove pyridine. After the organic layer was dried with anhydrous sodium sulfate, and concentrated. The obtained solid was washed using diethyl ether ...